From a dataset of the Open Reaction Database (ORD), a public repository of structured organic reaction records. describe an organic reaction: reactants, conditions, products, and yield The reactants are C(C)(=O)C1=CC=C(C(=O)NC2=C(C(=O)NC3=CC=C(C=C3)OC)C=CC=C2)C=C1 (2-(4-acetylbenzoylamino)-N-(4-methoxyphenyl)benzamide), [BH4-].[Na+] (sodium borohydride). Run in CO (methanol). Conditions: time 20 minute. The product is OC(C)C1=CC=C(C(=O)NC2=C(C(=O)NC3=CC=C(C=C3)OC)C=CC=C2)C=C1 (2-[4-(1-Hydroxyethyl)benzoylamino]-N-(4-methoxyphenyl)benzamide). Isolated yield 83.7%. RXN SMILES: [C:1]([C:4]1[CH:29]=[CH:28][C:7]([C:8]([NH:10][C:11]2[CH:27]=[CH:26][CH:25]=[CH:24][C:12]=2[C:13]([NH:15][C:16]2[CH:21]=[CH:20][C:19]([O:22][CH3:23])=[CH:18][CH:17]=2)=[O:14])=[O:9])=[CH:6][CH:5]=1)(=[O:3])[CH3:2].[BH4-].[Na+]>CO>[OH:3][CH:1]([C:4]1[CH:5]=[CH:6][C:7]([C:8]([NH:10][C:11]2[CH:27]=[CH:26][CH:25]=[CH:24][C:12]=2[C:13]([NH:15][C:16]2[CH:21]=[CH:20][C:19]([O:22][CH3:23])=[CH:18][CH:17]=2)=[O:14])=[O:9])=[CH:28][CH:29]=1)[CH3:2] |f:1.2|. Reported procedure: To a solution of 2-(4-acetylbenzoylamino)-N-(4-methoxyphenyl)benzamide (101 mg, 0.260 mmol) in methanol (5 mL) cooled to 0° C. was added sodium borohydride (17 mg, 0.46 mmol). After 20 min, the reaction mixture was quenched with saturated aqueous ammonium chloride solution (1 mL), diluted with methylene chloride (30 mL), and washed with water. The organic layer was dried (magnesium sulfate), filtered, and concentrated in vacuo. The residue was chromatographed (silica gel, 25% ethyl acetate/75% h...